From a dataset of the Open Reaction Database (ORD), a public repository of structured organic reaction records. describe an organic reaction: reactants, conditions, products, and yield The reactants are CN(CCCNC)C (N,N,N′-Trimethyl-1,3-diaminopropane), ClC=1C=C2C=C(NC2=CC1)C(=O)NC(C(=O)O)CC1=CC=CC=C1 (2-[(5-chloro-1H-indole-2-carbonyl)-amino]-3-phenyl-propionic acid). The product is CN(CCCN(C(=O)C(CC1=CC=CC=C1)NC(=O)C=1NC2=CC=C(C=C2C1)Cl)C)C (5-Chloro-1H-indole-2-carboxylic acid {1-[(3-dimethylamino-propyl)methyl-carbamoyl]-2-phenyl-ethyl}-amide). RXN SMILES: [CH3:1][N:2]([CH3:8])[CH2:3][CH2:4][CH2:5][NH:6][CH3:7].[Cl:9][C:10]1[CH:11]=[C:12]2[C:16](=[CH:17][CH:18]=1)[NH:15][C:14]([C:19]([NH:21][CH:22]([CH2:26][C:27]1[CH:32]=[CH:31][CH:30]=[CH:29][CH:28]=1)[C:23]([OH:25])=O)=[O:20])=[CH:13]2>>[CH3:1][N:2]([CH3:8])[CH2:3][CH2:4][CH2:5][N:6]([CH3:7])[C:23]([CH:22]([NH:21][C:19]([C:14]1[NH:15][C:16]2[C:12]([CH:13]=1)=[CH:11][C:10]([Cl:9])=[CH:18][CH:17]=2)=[O:20])[CH2:26][C:27]1[CH:28]=[CH:29][CH:30]=[CH:31][CH:32]=1)=[O:25]. Procedure details: N,N,N′-Trimethyl-1,3-diaminopropane (0.31 mmol) and 2-[(5-chloro-1H-indole-2-carbonyl)-amino]-3-phenyl-propionic acid (0.28 mmol) were coupled according to Procedure A (0-25° C. reaction temperature, 120 hour reaction time) and the product purified by chromatography on silica gel eluted with 1-8% ethanol in dichloromethane containing 0.5% ammonium hydroxide: Yield 86 mg, 69%; HPLC (40/60) 7.57 minutes (>99%); mp 187-190.5° C.; TSPMS 441/443 (MH+, 100%); Starting materials: COC(=O)c1cc(CCCCNS(=O)(=O)c2ccccc2)c2ccc(C(C)C)ccc1-2, CI, [Na], CN(C)C=O. The product is COC(=O)c1cc(CCCCN(C)S(=O)(=O)c2ccccc2)c2ccc(C(C)C)ccc1-2. As a reaction SMILES: [CH3:1][O:2][C:3](=[O:4])[c:5]1[cH:6][c:7]([CH2:18][CH2:19][CH2:20][CH2:21][NH:22][S:23](=[O:24])(=[O:25])[c:26]2[cH:27][cH:28][cH:29][cH:30][cH:31]2)[c:8]2[cH:9][cH:10][c:11]([CH:15]([CH3:16])[CH3:17])[cH:12][cH:13][c:14]1-2.[CH3:32][I:33].[Na:34].[O:35]=[CH:36][N:37]([CH3:38])[CH3:39]>>[CH3:1][O:2][C:3](=[O:4])[c:5]1[cH:6][c:7]([CH2:18][CH2:19][CH2:20][CH2:21][N:22]([S:23](=[O:24])(=[O:25])[c:26]2[cH:27][cH:28][cH:29][cH:30][cH:31]2)[CH3:32])[c:8]2[cH:9][cH:10][c:11]([CH:15]([CH3:16])[CH3:17])[cH:12][cH:13][c:14]1-2.